This data is from the Open Reaction Database (ORD), a public repository of structured organic reaction records. The task is: describe an organic reaction: reactants, conditions, products, and yield The reactants are COC(=O)c1ccccc1NC(=O)c1ccc(OCc2ccccc2)cc1, CO, Cl, [Li+], [OH-], O. Product: O=C(Nc1ccccc1C(=O)O)c1ccc(OCc2ccccc2)cc1. RXN SMILES: [CH3:1][O:2][C:3]([c:4]1[c:5]([NH:10][C:11]([c:12]2[cH:13][cH:14][c:15]([O:18][CH2:19][c:20]3[cH:21][cH:22][cH:23][cH:24][cH:25]3)[cH:16][cH:17]2)=[O:26])[cH:6][cH:7][cH:8][cH:9]1)=[O:27].[CH3:32][OH:33].[ClH:31].[Li+:30].[OH-:29].[OH2:28]>>[O:2]=[C:3]([c:4]1[c:5]([NH:10][C:11]([c:12]2[cH:13][cH:14][c:15]([O:18][CH2:19][c:20]3[cH:21][cH:22][cH:23][cH:24][cH:25]3)[cH:16][cH:17]2)=[O:26])[cH:6][cH:7][cH:8][cH:9]1)[OH:27].